This data is from the Open Reaction Database (ORD), a public repository of structured organic reaction records. The task is: describe an organic reaction: reactants, conditions, products, and yield The product is FC1=C(C=C(C=C1)C1=CN=C2N1N=CC(=N2)C(C)(C)O)C2=NC=NC=C2 (2-[7-(4-Fluoro-3-(pyrimidin-4-yl)phenyl)imidazo[1,2-b][1,2,4]triazin-3-yl]-propan-2-ol). Reported procedure: 4-Fluoro-3-(pyrimidin-4-yl)phenylboronic acid (50 mg, 0.23 mmol) was coupled to 2-(7-bromoimidazo[1,2-b][1,2,4]triazin-3-yl)propan-2-ol (56 mg, 0.22 mmol) using the method of Example 20. Purification by chromatography (silica gel, 3% MeOH/CH2Cl2) then recrystallisation from hot toluene gave the title compound as a yellow solid: 1H NMR (400 MHz, DMSO-d6) δ 1.57 (6H, s), 5.77 (1H, s), 7.62 (1H, dd, J 11, 9 Hz), 7.98-8.01 (1H, m), 8.28-8.33 (1H, m), 8.49 (1H, s), 8.80 (1H, dd, J 7, 2 Hz), 8.97 (1H,... RXN SMILES: [F:1][C:2]1[CH:7]=[CH:6][C:5](B(O)O)=[CH:4][C:3]=1[C:11]1[CH:16]=[CH:15][N:14]=[CH:13][N:12]=1.Br[C:18]1[N:22]2[N:23]=[CH:24][C:25]([C:27]([OH:30])([CH3:29])[CH3:28])=[N:26][C:21]2=[N:20][CH:19]=1>>[F:1][C:2]1[CH:7]=[CH:6][C:5]([C:18]2[N:22]3[N:23]=[CH:24][C:25]([C:27]([OH:30])([CH3:28])[CH3:29])=[N:26][C:21]3=[N:20][CH:19]=2)=[CH:4][C:3]=1[C:11]1[CH:16]=[CH:15][N:14]=[CH:13][N:12]=1. Starting materials: FC1=C(C=C(C=C1)B(O)O)C1=NC=NC=C1 (4-Fluoro-3-(pyrimidin-4-yl)phenylboronic acid), BrC1=CN=C2N1N=CC(=N2)C(C)(C)O (2-(7-bromoimidazo[1,2-b][1,2,4]triazin-3-yl)propan-2-ol). Reported procedure: 9-Benzyl-6-methyl-9H-carbazol-4-ol (0.0597 g, 0.21 mmol), 2-diethylaminoethylchloride hydrochloride (0.0565 g, 0.33 mmol), potassium carbonate (0.1007 g, 0.73 mmol), sodium iodide (0.0054 g, 0.036 mmol) and DMF (1 mL) are heated at 85° C. for 4.5 h. After the mixture had cooled, it is partitioned between water and ether. The aqueous layer is also washed twice with ethyl acetate. The combined organic layers are dried over magnesium sulfate and concentrated to dryness. The residue is chromatograph... Product: C(C1=CC=CC=C1)N1C2=CC=C(C=C2C=2C(=CC=CC12)OCCN(CC)CC)C (N-{2-[(9-Benzyl-6-methyl-9H-carbazol-4-yl)oxy]ethyl}-N,N-diethylamine). Reaction SMILES: [CH2:1]([N:8]1[C:20]2[CH:19]=[CH:18][CH:17]=[C:16]([OH:21])[C:15]=2[C:14]2[C:9]1=[CH:10][CH:11]=[C:12]([CH3:22])[CH:13]=2)[C:2]1[CH:7]=[CH:6][CH:5]=[CH:4][CH:3]=1.Cl.[CH2:24]([N:26]([CH2:30][CH3:31])[CH2:27][CH2:28]Cl)[CH3:25].C(=O)([O-])[O-].[K+].[K+].[I-].[Na+]>CN(C=O)C>[CH2:1]([N:8]1[C:20]2[CH:19]=[CH:18][CH:17]=[C:16]([O:21][CH2:25][CH2:24][N:26]([CH2:30][CH3:31])[CH2:27][CH3:28])[C:15]=2[C:14]2[C:9]1=[CH:10][CH:11]=[C:12]([CH3:22])[CH:13]=2)[C:2]1[CH:3]=[CH:4][CH:5]=[CH:6][CH:7]=1 |f:1.2,3.4.5,6.7|. Solvent: CN(C)C=O (DMF). Starting materials: C(C1=CC=CC=C1)N1C2=CC=C(C=C2C=2C(=CC=CC12)O)C (9-Benzyl-6-methyl-9H-carbazol-4-ol), Cl.C(C)N(CCCl)CC (2-diethylaminoethylchloride hydrochloride), C([O-])([O-])=O.[K+].[K+] (potassium carbonate), [I-].[Na+] (sodium iodide). The yield is 74.5%. Starting materials: CO, CC(=O)C1CCN(c2cc(Cl)nnc2OC2CN(c3ccc4ccccc4n3)C2)CC1. Product: CC(=O)C1CCN(c2ccnnc2OC2CN(c3ccc4ccccc4n3)C2)CC1. RXN SMILES: [CH3:32][OH:33].[Cl:1][c:2]1[cH:3][c:4]([N:23]2[CH2:24][CH2:25][CH:26]([C:29]([CH3:30])=[O:31])[CH2:27][CH2:28]2)[c:5]([O:8][CH:9]2[CH2:10][N:11]([c:13]3[n:14][c:15]4[cH:16][cH:17][cH:18][cH:19][c:20]4[cH:21][cH:22]3)[CH2:12]2)[n:6][n:7]1>>[cH:2]1[cH:3][c:4]([N:23]2[CH2:24][CH2:25][CH:26]([C:29]([CH3:30])=[O:31])[CH2:27][CH2:28]2)[c:5]([O:8][CH:9]2[CH2:10][N:11]([c:13]3[n:14][c:15]4[cH:16][cH:17][cH:18][cH:19][c:20]4[cH:21][cH:22]3)[CH2:12]2)[n:6][n:7]1. Starting materials: O=Cc1cc2[nH]cnc2c(F)c1Nc1ccc(Br)cc1Cl, CC(C)(C)c1ccc(-c2ccc(C(C)(C)C)cc2)cc1, [Li]COCC, C1CCOC1. Product: CCOCC(O)c1cc2[nH]cnc2c(F)c1Nc1ccc(Br)cc1Cl. As a reaction SMILES: [Br:26][c:27]1[cH:28][c:29]([Cl:46])[c:30]([NH:33][c:34]2[c:35]([CH:44]=[O:45])[cH:36][c:37]3[c:38]([n:39][cH:40][nH:41]3)[c:42]2[F:43])[cH:31][cH:32]1.[C:6]([c:7]1[cH:8][cH:9][c:10](-[c:11]2[cH:12][cH:13][c:14]([C:15]([CH3:16])([CH3:17])[CH3:18])[cH:19][cH:20]2)[cH:21][cH:22]1)([CH3:23])([CH3:24])[CH3:25].[CH2:1]([CH3:2])[O:3][CH2:4][Li:5].[CH2:47]1[O:48][CH2:49][CH2:50][CH2:51]1>>[CH2:1]([CH3:2])[O:3][CH2:4][CH:44]([c:35]1[c:34]([NH:33][c:30]2[c:29]([Cl:46])[cH:28][c:27]([Br:26])[cH:32][cH:31]2)[c:42]([F:43])[c:38]2[c:37]([cH:36]1)[nH:41][cH:40][n:39]2)[OH:45]. Starting materials: C, N#CCC1CC(O)CN1C(=O)OCc1ccccc1, CCO, [H][H], [Pd]. Yields the product N#CCC1CC(O)CN1. As a reaction SMILES: [C:25].[CH2:1]([O:2][C:3](=[O:4])[N:11]1[CH:12]([CH2:17][C:18]#[N:19])[CH2:13][CH:14]([OH:16])[CH2:15]1)[c:5]1[cH:6][cH:7][cH:8][cH:9][cH:10]1.[CH3:22][CH2:23][OH:24].[H:20][H:21].[Pd:26]>>[NH:11]1[CH:12]([CH2:17][C:18]#[N:19])[CH2:13][CH:14]([OH:16])[CH2:15]1. Starting materials: C(C)(C)(C)OC(COC1=CC(=CC=C1)CN)=O ((3-aminomethyl-phenoxy)-acetic acid tert-butyl ester), N1=C(N=CC=C1)C1=CC=C(C=O)C=C1 (4-pyrimidin-2-yl-benzaldehyde). The solvent is C(C)N(CC)CC (triethylamine). Yields the product C(C)(C)(C)OC(COC1=CC(=CC=C1)CNCC1=CC=C(C=C1)C1=NC=CC=N1)=O ({3-[(4-Pyrimidin-2-yl-benzylamino)-methyl]-phenoxy}-acetic tert-butyl ester). As a reaction SMILES: [C:1]([O:5][C:6](=[O:17])[CH2:7][O:8][C:9]1[CH:14]=[CH:13][CH:12]=[C:11]([CH2:15][NH2:16])[CH:10]=1)([CH3:4])([CH3:3])[CH3:2].[N:18]1[CH:23]=[CH:22][CH:21]=[N:20][C:19]=1[C:24]1[CH:31]=[CH:30][C:27]([CH:28]=O)=[CH:26][CH:25]=1>C(N(CC)CC)C>[C:1]([O:5][C:6](=[O:17])[CH2:7][O:8][C:9]1[CH:14]=[CH:13][CH:12]=[C:11]([CH2:15][NH:16][CH2:28][C:27]2[CH:26]=[CH:25][C:24]([C:19]3[N:18]=[CH:23][CH:22]=[CH:21][N:20]=3)=[CH:31][CH:30]=2)[CH:10]=1)([CH3:4])([CH3:2])[CH3:3]. Reported procedure: The title compound of Step A was prepared from (3-aminomethyl-phenoxy)-acetic acid tert-butyl ester, of Preparation 20, and 4-pyrimidin-2-yl-benzaldehyde, of Preparation 21, using the method described in Example 3, Step A, except no triethylamine was used. 1H NMR (400 MHz, CDCl3) δ 8.89 (d, 2H), 8.38 (d, 2H), 7.46 (d, 2H), 7.23 (m, 1H), 7.17 (m, 1H), 6.95 (m, 2H), 6.78 (dd, 1H), 4.51 (s, 2H), 3.86 (s, 2H), 3.79 (s, 2H), 1.47 (s, 9H); MS 406 (M+1). Reactants: Cl (hydrochloric acid), [OH-].[Na+] (sodium hydroxide), C(C)O (ethanol), C(C1=CC=CC=C1)N1C(=NC2=C1C=C(C=C2)C(=O)OCC)CCC (1-benzyl-6-ethoxycarbonyl-2-n-propylbenzimidazole). The solvent is O (water). The product is C(C1=CC=CC=C1)N1C(=NC2=C1C=C(C=C2)C(=O)O)CCC (1-benzyl-6-carboxy-2-n-propylbenzimidazole). Yield: 96.0%. As a reaction SMILES: [OH-].[Na+].C(O)C.[CH2:6]([N:13]1[C:17]2[CH:18]=[C:19]([C:22]([O:24]CC)=[O:23])[CH:20]=[CH:21][C:16]=2[N:15]=[C:14]1[CH2:27][CH2:28][CH3:29])[C:7]1[CH:12]=[CH:11][CH:10]=[CH:9][CH:8]=1.Cl>O>[CH2:6]([N:13]1[C:17]2[CH:18]=[C:19]([C:22]([OH:24])=[O:23])[CH:20]=[CH:21][C:16]=2[N:15]=[C:14]1[CH2:27][CH2:28][CH3:29])[C:7]1[CH:8]=[CH:9][CH:10]=[CH:11][CH:12]=1 |f:0.1|. Procedure: A 10% sodium hydroxide aqueous solution (3.61 g), 5 ml of ethanol and 3 ml of water were added to 0.97 g of 1-benzyl-6-ethoxycarbonyl-2-n-propylbenzimidazole, and the mixture was heat-refluxed for 1 hour. The reaction solution was adjusted to a pH of 6 with 10% hydrochloric acid, and was concentrated under reduced pressure. Ethanol was added to the residue, and the inorganic salt was separated through filtration. The filtrate was concentrated under reduced pressure to give 0.85 g of 1-benzyl-6-c...